Dataset: the Open Reaction Database (ORD), a public repository of structured organic reaction records. Task: describe an organic reaction: reactants, conditions, products, and yield Procedure: The product from Example 23D and azepane were processed as described in Example 1D to provide the titled compound. 1H NMR (300 MHz, CD3OD) δ 7.82 (m, 1H), 7.73 (d, J=8.1, 2H), 7.56 (m, 2H), 7.52 (d, J=8.1 Hz, 2H), 6.77 (s, 1H), 3.3-3.8 (m, 16H), 1.6-2.1 (m, 8H); MS (DCI) m/z 433 (M+H)+; Reactants: CS(=O)(=O)OCCC=1OC2=C(C1)C=C(C=C2)C2=CC=C(C=C2)C(=O)N2CCOCC2 (2-{5-[4-(4-morpholinylcarbonyl)phenyl]-1-benzofuran-2-yl}ethyl methanesulfonate), N1CCCCCC1 (azepane). Reaction SMILES: CS(O[CH2:6][CH2:7][C:8]1[O:9][C:10]2[CH:16]=[CH:15][C:14]([C:17]3[CH:22]=[CH:21][C:20]([C:23]([N:25]4[CH2:30][CH2:29][O:28][CH2:27][CH2:26]4)=[O:24])=[CH:19][CH:18]=3)=[CH:13][C:11]=2[CH:12]=1)(=O)=O.[NH:31]1[CH2:37][CH2:36][CH2:35][CH2:34][CH2:33][CH2:32]1>>[N:31]1([CH2:6][CH2:7][C:8]2[O:9][C:10]3[CH:16]=[CH:15][C:14]([C:17]4[CH:18]=[CH:19][C:20]([C:23]([N:25]5[CH2:30][CH2:29][O:28][CH2:27][CH2:26]5)=[O:24])=[CH:21][CH:22]=4)=[CH:13][C:11]=3[CH:12]=2)[CH2:37][CH2:36][CH2:35][CH2:34][CH2:33][CH2:32]1. Product: N1(CCCCCC1)CCC=1OC2=C(C1)C=C(C=C2)C2=CC=C(C(=O)N1CCOCC1)C=C2 (4-(4-{2-[2-(azepanyl)ethyl]-1-benzofuran-5-yl}benzoyl)morpholine).